Task: describe an organic reaction: reactants, conditions, products, and yield. Dataset: the Open Reaction Database (ORD), a public repository of structured organic reaction records The reactants are COC(=O)C(Cc1ccc(OCCNC(=O)c2ccc(-c3ccccn3)cc2)cc1)NC(=O)OCc1ccccc1, [Na+], [OH-]. Product: O=C(NC(Cc1ccc(OCCNC(=O)c2ccc(-c3ccccn3)cc2)cc1)C(=O)O)OCc1ccccc1. RXN SMILES: [CH2:1]([c:2]1[cH:3][cH:4][cH:5][cH:6][cH:7]1)[O:8][C:9](=[O:10])[NH:11][CH:12]([C:13](=[O:14])[O:15][CH3:16])[CH2:17][c:18]1[cH:19][cH:20][c:21]([O:24][CH2:25][CH2:26][NH:27][C:28]([c:29]2[cH:30][cH:31][c:32](-[c:35]3[n:36][cH:37][cH:38][cH:39][cH:40]3)[cH:33][cH:34]2)=[O:41])[cH:22][cH:23]1.[Na+:43].[OH-:42]>>[CH2:1]([c:2]1[cH:3][cH:4][cH:5][cH:6][cH:7]1)[O:8][C:9](=[O:10])[NH:11][CH:12]([C:13](=[O:14])[OH:15])[CH2:17][c:18]1[cH:19][cH:20][c:21]([O:24][CH2:25][CH2:26][NH:27][C:28]([c:29]2[cH:30][cH:31][c:32](-[c:35]3[n:36][cH:37][cH:38][cH:39][cH:40]3)[cH:33][cH:34]2)=[O:41])[cH:22][cH:23]1. Reactants: CCO, [N-]=[N+]=NCc1ccc(CCC(=O)O)o1. Yields the product NCc1ccc(CCC(=O)O)o1. Reaction SMILES: [CH3:15][CH2:16][OH:17].[N:1](=[N+:2]=[N-:3])[CH2:4][c:5]1[cH:6][cH:7][c:8]([CH2:10][CH2:11][C:12](=[O:13])[OH:14])[o:9]1>>[NH2:1][CH2:4][c:5]1[cH:6][cH:7][c:8]([CH2:10][CH2:11][C:12](=[O:13])[OH:14])[o:9]1.